This data is from the Open Reaction Database (ORD), a public repository of structured organic reaction records. The task is: describe an organic reaction: reactants, conditions, products, and yield Starting materials: COC1=NC(=NC=C1)N1CC2CNCC2C1 (2-(4-methoxy-pyrimidin-2-yl)-octahydro-pyrrolo[3,4-c]pyrrole), C(C)OC1=C(C(=O)O)C=CC=C1 (2-ethoxybenzoic acid). Product: C(C)OC1=C(C=CC=C1)C(=O)N1CC2CN(CC2C1)C1=NC=CC(=N1)OC (2-[(2-Ethoxyphenyl)carbonyl]-5-(4-methoxypyrimidin-2-yl)octahydropyrrolo[3,4-c]pyrrole). RXN SMILES: [CH3:1][O:2][C:3]1[CH:8]=[CH:7][N:6]=[C:5]([N:9]2[CH2:16][CH:15]3[CH:11]([CH2:12][NH:13][CH2:14]3)[CH2:10]2)[N:4]=1.[CH2:17]([O:19][C:20]1[CH:28]=[CH:27][CH:26]=[CH:25][C:21]=1[C:22](O)=[O:23])[CH3:18]>>[CH2:17]([O:19][C:20]1[CH:28]=[CH:27][CH:26]=[CH:25][C:21]=1[C:22]([N:13]1[CH2:14][CH:15]2[CH:11]([CH2:10][N:9]([C:5]3[N:4]=[C:3]([O:2][CH3:1])[CH:8]=[CH:7][N:6]=3)[CH2:16]2)[CH2:12]1)=[O:23])[CH3:18]. Procedure: The title compound was prepared according to the procedure used for Example 15 utilizing 2-(4-methoxy-pyrimidin-2-yl)-octahydro-pyrrolo[3,4-c]pyrrole and 2-ethoxybenzoic acid. MS (ESI) mass calcd. for C20H24N4O3, 368.44; m/z found, 369.3 [M+H]+. 1H NMR (CDCl3): 8.07 (d, J=5.7 Hz, 1H), 7.37-7.28 (m, 2H), 6.99 (t, J=7.4 Hz, 1H), 6.91 (d, J=8.3 Hz, 1H), 6.02 (d, J=5.7 Hz, 1H), 4.07 (q, J=7.0 Hz, 2H), 4.01-3.85 (m, 5H), 3.84-3.70 (m, 2H), 3.65-3.45 (m, 3H), 3.34-3.22 (m, 1H), 3.16-2.92 (m, 2H), 1.35... Starting materials: O=C([O-])[O-], CCO, Cl, [K+], [K+], N=C=N, O, Nc1ccc(-c2cnco2)cc1. Yields the product N=C(N)Nc1ccc(-c2cnco2)cc1. Reaction SMILES: [C:17](=[O:18])([O-:19])[O-:20].[CH3:23][CH2:24][OH:25].[ClH:1].[K+:21].[K+:22].[NH:14]=[C:15]=[NH:16].[OH2:26].[o:2]1[cH:3][n:4][cH:5][c:6]1-[c:7]1[cH:8][cH:9][c:10]([NH2:11])[cH:12][cH:13]1>>[o:2]1[cH:3][n:4][cH:5][c:6]1-[c:7]1[cH:8][cH:9][c:10]([NH:11][C:15](=[NH:14])[NH2:16])[cH:12][cH:13]1. Starting materials: CCC(CC)(CO)COC(=O)C(NC(=O)OCc1ccccc1)C(C)C, CC(=O)O, CC(C)=O, [Cl-], O=[Cr](=O)(O)O, [Na+]. Yields the product CCC(CC)(COC(=O)C(NC(=O)OCc1ccccc1)C(C)C)C(=O)O. Reaction SMILES: [CH2:6]([c:7]1[cH:8][cH:9][cH:10][cH:11][cH:12]1)[O:13][C:14](=[O:15])[NH:16][CH:17]([CH:18]([CH3:19])[CH3:20])[C:21](=[O:22])[O:23][CH2:24][C:25]([CH2:26][OH:27])([CH2:28][CH3:29])[CH2:30][CH3:31].[CH3:34][C:35](=[O:36])[OH:37].[CH3:38][C:39](=[O:40])[CH3:41].[Cl-:33].[Cr:1](=[O:2])([OH:3])([OH:4])=[O:5].[Na+:32]>>[OH:2][C:26]([C:25]([CH2:24][O:23][C:21]([CH:17]([NH:16][C:14]([O:13][CH2:6][c:7]1[cH:8][cH:9][cH:10][cH:11][cH:12]1)=[O:15])[CH:18]([CH3:19])[CH3:20])=[O:22])([CH2:28][CH3:29])[CH2:30][CH3:31])=[O:27]. Reactants: O=C([O-])O, CC(=O)[O-], CC(=O)OC(C)=O, CCO, CCOC(C)=O, [K+], [Na+], O, N#CCCCCCCNCc1ccc(O)cc1. Yields the product CC(=O)Oc1ccc(CNCCCCCCC#N)cc1. As a reaction SMILES: [C:30](=[O:31])([OH:32])[O-:33].[CH3:19][C:20]([O-:21])=[O:22].[CH3:23][C:24]([O:25][C:26](=[O:27])[CH3:28])=[O:29].[CH3:36][CH2:37][OH:38].[CH3:39][CH2:40][O:41][C:42](=[O:43])[CH3:44].[K+:34].[Na+:18].[OH2:35].[OH:1][c:2]1[cH:3][cH:4][c:5]([CH2:8][NH:9][CH2:10][CH2:11][CH2:12][CH2:13][CH2:14][CH2:15][C:16]#[N:17])[cH:6][cH:7]1>>[O:1]([c:2]1[cH:3][cH:4][c:5]([CH2:8][NH:9][CH2:10][CH2:11][CH2:12][CH2:13][CH2:14][CH2:15][C:16]#[N:17])[cH:6][cH:7]1)[C:20]([CH3:19])=[O:21]. Reactants: C(C)OC(=O)C1=C(C2=C(C(=N1)C1=CC=CC=C1)N=C(S2)C2=CC=CC=C2)O (7-hydroxy-2,4-diphenyl-thiazolo[4,5-c]pyridine-6-carboxylic acid ethyl ester), NCC(=O)O (glycine). Solvent: C[O-].[Na+].CO (sodium methoxide methanol). Product: OC=1C2=C(C(=NC1C(=O)NCC(=O)O)C1=CC=CC=C1)N=C(S2)C2=CC=CC=C2 ([(7-Hydroxy-2,4-diphenyl-thiazolo[4,5-c]pyridine-6-carbonyl)-amino]-acetic acid). Isolated yield 96.6%. As a reaction SMILES: C(O[C:4]([C:6]1[N:11]=[C:10]([C:12]2[CH:17]=[CH:16][CH:15]=[CH:14][CH:13]=2)[C:9]2[N:18]=[C:19]([C:21]3[CH:26]=[CH:25][CH:24]=[CH:23][CH:22]=3)[S:20][C:8]=2[C:7]=1[OH:27])=[O:5])C.[NH2:28][CH2:29][C:30]([OH:32])=[O:31]>C[O-].[Na+].CO>[OH:27][C:7]1[C:8]2[S:20][C:19]([C:21]3[CH:22]=[CH:23][CH:24]=[CH:25][CH:26]=3)=[N:18][C:9]=2[C:10]([C:12]2[CH:17]=[CH:16][CH:15]=[CH:14][CH:13]=2)=[N:11][C:6]=1[C:4]([NH:28][CH2:29][C:30]([OH:32])=[O:31])=[O:5] |f:2.3.4|. Procedure details: A mixture of 7-hydroxy-2,4-diphenyl-thiazolo[4,5-c]pyridine-6-carboxylic acid ethyl ester (45 mg, 0.12 mmol) and glycine (179 mg, 2.38 mmol) in 0.5 M sodium methoxide/methanol (4.5 mL) was refluxed for four days before it was cooled to room temperature and concentrated in vacuo. The residue was dissolved in water (20 mL) and extracted twice with dichloromethane. The remaining aqueous layer was acidified to pH=3 with 1N HCl (3 mL). The suspension was extracted with ethyl acetate (2×25 mL). The or... Starting materials: NC1=CC(=C(OC2=C3C(=NC=C2)NC=C3CCO)C=C1)F (2-[4-(4-amino-2-fluorophenoxy)-1H-pyrrolo[2,3-b]pyridin-3-yl]ethanol), [OH-].[Na+] (sodium hydroxide), ClC1=NC(=NC(=C1)C(F)(F)F)N (4-chloro-6-(trifluoromethyl)pyrimidine-2-amine), Cl (hydrochloric acid). Run in O (water). Product: NC1=NC(=CC(=N1)NC1=CC(=C(OC2=C3C(=NC=C2)NC=C3CCO)C=C1)F)C(F)(F)F (2-[4-(4-{[2-Amino-6-(trifluoromethyl)pyrimidin-4-yl]amino}-2-fluorophenoxy)-1H-pyrrolo[2,3-b]pyridin-3-yl]ethanol). RXN SMILES: [NH2:1][C:2]1[CH:20]=[CH:19][C:5]([O:6][C:7]2[CH:12]=[CH:11][N:10]=[C:9]3[NH:13][CH:14]=[C:15]([CH2:16][CH2:17][OH:18])[C:8]=23)=[C:4]([F:21])[CH:3]=1.Cl[C:23]1[CH:28]=[C:27]([C:29]([F:32])([F:31])[F:30])[N:26]=[C:25]([NH2:33])[N:24]=1.Cl.[OH-].[Na+]>O>[NH2:33][C:25]1[N:24]=[C:23]([NH:1][C:2]2[CH:20]=[CH:19][C:5]([O:6][C:7]3[CH:12]=[CH:11][N:10]=[C:9]4[NH:13][CH:14]=[C:15]([CH2:16][CH2:17][OH:18])[C:8]=34)=[C:4]([F:21])[CH:3]=2)[CH:28]=[C:27]([C:29]([F:32])([F:30])[F:31])[N:26]=1 |f:3.4|. Reported procedure: 130 mg (0.45 mmol) of 2-[4-(4-amino-2-fluorophenoxy)-1H-pyrrolo[2,3-b]pyridin-3-yl]ethanol and 107 mg (0.54 mmol) of 4-chloro-6-(trifluoromethyl)pyrimidine-2-amine are suspended in 6 ml of water. 0.6 ml (0.6 mmol) of 1N hydrochloric acid is added and the mixture is heated at reflux overnight. Using 1N aqueous sodium hydroxide solution, the suspension is adjusted to pH 10, resulting in the precipitation of crystals. The crystals are filtered off with suction, washed with water and purified by col...